The task is: describe an organic reaction: reactants, conditions, products, and yield. This data is from the Open Reaction Database (ORD), a public repository of structured organic reaction records. RXN SMILES: [CH3:3][O:4][c:5]1[cH:6][c:7](-[c:15]2[c:16]([C:21](=[O:22])[OH:23])[cH:17][cH:18][cH:19][cH:20]2)[cH:8][c:9]([O:13][CH3:14])[c:10]1[O:11][CH3:12].[Cl:29][C:30]([C:31]([Cl:32])=[O:33])=[O:34].[Cl:35][CH2:36][Cl:37].[N:1]#[N:2].[O:24]=[CH:25][N:26]([CH3:27])[CH3:28]>>[CH3:3][O:4][c:5]1[cH:6][c:7](-[c:15]2[c:16]([C:21](=[O:23])[Cl:29])[cH:17][cH:18][cH:19][cH:20]2)[cH:8][c:9]([O:13][CH3:14])[c:10]1[O:11][CH3:12]. Yields the product COc1cc(-c2ccccc2C(=O)Cl)cc(OC)c1OC. Reactants: COc1cc(-c2ccccc2C(=O)O)cc(OC)c1OC, O=C(Cl)C(=O)Cl, ClCCl, N#N, CN(C)C=O. Starting materials: ClC=1C=C(C=C2C(C(NC12)=O)(CC)CCCCCl)F (7-chloro-3-(4-chlorobutyl)-3-ethyl-5-fluoro-1,3-dihydro-2H-indol-2-one), ClC1=CC=C(C=C1)N1CCNCC1 (1-(4-chlorophenyl)-piperazine). Yields the product Cl.ClC=1C=C(C=C2C(C(NC12)=O)(CC)CCCCN1CCN(CC1)C1=CC=C(C=C1)Cl)F (7-chloro-3-{4-[4-(4-chlorophenyl)-piperazin-1-yl]-butyl}-3-ethyl-5-fluoro-1,3-dihydro-2H-indol-2-one monohydrochloride). RXN SMILES: [Cl:1][C:2]1[CH:3]=[C:4]([F:19])[CH:5]=[C:6]2[C:10]=1[NH:9][C:8](=[O:11])[C:7]2([CH2:14][CH2:15][CH2:16][CH2:17]Cl)[CH2:12][CH3:13].[Cl:20][C:21]1[CH:26]=[CH:25][C:24]([N:27]2[CH2:32][CH2:31][NH:30][CH2:29][CH2:28]2)=[CH:23][CH:22]=1>>[ClH:1].[Cl:1][C:2]1[CH:3]=[C:4]([F:19])[CH:5]=[C:6]2[C:10]=1[NH:9][C:8](=[O:11])[C:7]2([CH2:14][CH2:15][CH2:16][CH2:17][N:30]1[CH2:29][CH2:28][N:27]([C:24]2[CH:23]=[CH:22][C:21]([Cl:20])=[CH:26][CH:25]=2)[CH2:32][CH2:31]1)[CH2:12][CH3:13] |f:2.3|. Reported procedure: The title compound is prepared according to process H by applying processing method 2 from 7-chloro-3-(4-chlorobutyl)-3-ethyl-5-fluoro-1,3-dihydro-2H-indol-2-one and 1-(4-chlorophenyl)-piperazine. Reactants: CC1=CC(=O)CC(C)(C)C1=O, C1COCCO1, O, O=[Se]=O. The product is CC1=CC(=O)C(=O)C(C)(C)C1=O. Reaction SMILES: [CH3:1][C:2]1=[CH:7][C:6](=[O:8])[CH2:5][C:4]([CH3:9])([CH3:10])[C:3]1=[O:11].[O:15]1[CH2:16][CH2:17][O:18][CH2:19][CH2:20]1.[OH2:21].[Se:12](=[O:13])=[O:14]>>[CH3:1][C:2]1=[CH:7][C:6](=[O:8])[C:5](=[O:13])[C:4]([CH3:9])([CH3:10])[C:3]1=[O:11]. Starting materials: Cl (HCl), C1(=CC=CC=C1)O (phenol), CC1(OC(CC1)(C)C)C (2,2,5,5-tetramethyltetrahydrofuran), [Cl-].[Al+3].[Cl-].[Cl-] (aluminum chloride). Run in CCCCCCC (heptane). Conditions: time 2.5 hour. Product: CC1(C=2C=CC(=CC2C(CC1)(C)C)O)C (5,5,8,8-Tetramethyl-5,6,7,8-tetrahydro-2-naphthol). As a reaction SMILES: [C:1]1([OH:7])[CH:6]=[CH:5][CH:4]=[CH:3][CH:2]=1.[CH3:8][C:9]1([CH3:16])[CH2:13][CH2:12][C:11]([CH3:15])([CH3:14])O1.[Cl-].[Al+3].[Cl-].[Cl-].Cl>CCCCCCC>[CH3:8][C:9]1([CH3:16])[CH2:13][CH2:12][C:11]([CH3:15])([CH3:14])[C:5]2[CH:6]=[C:1]([OH:7])[CH:2]=[CH:3][C:4]1=2 |f:2.3.4.5|. Procedure: To a stirred solution of 13.2 g (0.1403 mol) of phenol and 12.8 g (0.0998 mol) of 2,2,5,5-tetramethyltetrahydrofuran in 50 ml of heptane was added 13.1 g (0.0982 mol) of aluminum chloride in small portions. After the addition was complete the mixture was stirred at room temperature for 2.5 hours, at reflux for 2 hours and then at room temperature for a further 16 hours. The reaction mixture was then treated with 100 ml of 3N HCl and stirred for 0.5 hours. The mixture was filtered and the residue... The reactants are CO, Clc1cc(Cl)c2nc[nH]c2n1, Nc1ccccc1. Product: Clc1cc(Nc2ccccc2)c2nc[nH]c2n1. RXN SMILES: [CH3:19][OH:20].[Cl:1][c:2]1[cH:3][c:4]([Cl:11])[c:5]2[c:6]([n:7]1)[nH:8][cH:9][n:10]2.[NH2:12][c:13]1[cH:14][cH:15][cH:16][cH:17][cH:18]1>>[Cl:1][c:2]1[cH:3][c:4]([NH:12][c:13]2[cH:14][cH:15][cH:16][cH:17][cH:18]2)[c:5]2[c:6]([n:7]1)[nH:8][cH:9][n:10]2.